Dataset: the Open Reaction Database (ORD), a public repository of structured organic reaction records. Task: describe an organic reaction: reactants, conditions, products, and yield As a reaction SMILES: [Ba+2:46].[CH3:1][O:2][C:3]([CH2:4][CH:5]([C:6]#[C:7][CH3:8])[c:9]1[cH:10][cH:11][c:12]([O:15][CH:16]2[O:17][CH2:18][CH2:19][CH2:20][CH2:21]2)[cH:13][cH:14]1)=[O:22].[CH3:35][CH2:36][O:37][C:38](=[O:39])[CH3:40].[H:33][H:34].[Pd+2:47].[S:41]([O-:42])([O-:43])(=[O:44])=[O:45].[S:48]([O-:49])([O-:50])(=[O:51])=[O:52].[cH:23]1[cH:24][c:25]2[c:26]([n:27][cH:28][cH:29][cH:30]2)[cH:31][cH:32]1>>[CH3:1][O:2][C:3]([CH2:4][CH:5]([CH:6]=[CH:7][CH3:8])[c:9]1[cH:10][cH:11][c:12]([O:15][CH:16]2[O:17][CH2:18][CH2:19][CH2:20][CH2:21]2)[cH:13][cH:14]1)=[O:22]. The reactants are [Ba+2], CC#CC(CC(=O)OC)c1ccc(OC2CCCCO2)cc1, CCOC(C)=O, [H][H], [Pd+2], O=S(=O)([O-])[O-], O=S(=O)([O-])[O-], c1ccc2ncccc2c1. Yields the product CC=CC(CC(=O)OC)c1ccc(OC2CCCCO2)cc1. The reactants are [Si](C)(C)(C(C)(C)C)OCC=1C=C(COC=2C=C(C=CC2)/C(=C/C=C/C(C(F)(F)F)(O)C(F)(F)F)/CC)C=CC1CO[Si](C)(C)C(C)(C)C ((3E,5E)-6-{3-[3,4-bis(tert-butyldimethylsilanyloxymethyl)benzyloxy]-phenyl}1,1,1-trifluoro-2-trifluoromethylocta-3,5-dien-2-ol), solution, [F-].C(CCC)[N+](CCCC)(CCCC)CCCC (tetrabutylammonium fluoride). The product is OCC=1C=C(COC=2C=C(C=CC2)/C(=C/C=C/C(C(F)(F)F)(O)C(F)(F)F)/CC)C=CC1CO ((3E,5E)-6-[3-(3,4-Bis-hydroxymethylbenzyloxy)-phenyl]-1,1,1-trifluoro-2-trifluoromethylocta-3,5-dien-2-ol). RXN SMILES: [Si]([O:8][CH2:9][C:10]1[CH:11]=[C:12]([CH:37]=[CH:38][C:39]=1[CH2:40][O:41][Si](C(C)(C)C)(C)C)[CH2:13][O:14][C:15]1[CH:16]=[C:17](/[C:21](/[CH2:35][CH3:36])=[CH:22]/[CH:23]=[CH:24]/[C:25]([C:31]([F:34])([F:33])[F:32])([OH:30])[C:26]([F:29])([F:28])[F:27])[CH:18]=[CH:19][CH:20]=1)(C(C)(C)C)(C)C.[F-].C([N+](CCCC)(CCCC)CCCC)CCC>>[OH:8][CH2:9][C:10]1[CH:11]=[C:12]([CH:37]=[CH:38][C:39]=1[CH2:40][OH:41])[CH2:13][O:14][C:15]1[CH:16]=[C:17](/[C:21](/[CH2:35][CH3:36])=[CH:22]/[CH:23]=[CH:24]/[C:25]([C:26]([F:27])([F:28])[F:29])([OH:30])[C:31]([F:33])([F:34])[F:32])[CH:18]=[CH:19][CH:20]=1 |f:1.2|. Procedure: In a manner analogous to example 2m, by reaction of 640 mg (0.89 mmol) of (3E,5E)-6-{3-[3,4-bis(tert-butyldimethylsilanyloxymethyl)benzyloxy]-phenyl}1,1,1-trifluoro-2-trifluoromethylocta-3,5-dien-2-ol with 2.1 ml (2.1 mmol) of a 1.0 M solution of tetrabutylammonium fluoride. A colorless oil is obtained (m=260 mg; Y=60%). Reactants: COC=1C=C2CC(C(C2=CC1OC)=O)CC1=C(C=NC=C1)C(=O)NC (4-[(5,6-dimethoxy-1-oxo-indan-2-yl)methyl]-N-methyl-pyridine-3-carboxamide), CC1=C(CBr)C=CC=C1 (2-methylbenzyl bromide). Yields the product [Br-].COC=1C=C2CC(C(C2=CC1OC)=O)CC1=C(C=[N+](C=C1)CC1=C(C=CC=C1)C)C(=O)NC (4-[(5,6-dimethoxy-1-oxo-indan-2-yl)methyl]-N-methyl-1-(o-tolylmethyl)pyridin-1-ium-3-carboxamide bromide). RXN SMILES: [CH3:1][O:2][C:3]1[CH:4]=[C:5]2[C:9](=[CH:10][C:11]=1[O:12][CH3:13])[C:8](=[O:14])[CH:7]([CH2:15][C:16]1[CH:21]=[CH:20][N:19]=[CH:18][C:17]=1[C:22]([NH:24][CH3:25])=[O:23])[CH2:6]2.[CH3:26][C:27]1[CH:34]=[CH:33][CH:32]=[CH:31][C:28]=1[CH2:29][Br:30]>>[Br-:30].[CH3:1][O:2][C:3]1[CH:4]=[C:5]2[C:9](=[CH:10][C:11]=1[O:12][CH3:13])[C:8](=[O:14])[CH:7]([CH2:15][C:16]1[CH:21]=[CH:20][N+:19]([CH2:26][C:27]3[CH:34]=[CH:33][CH:32]=[CH:31][C:28]=3[CH3:29])=[CH:18][C:17]=1[C:22]([NH:24][CH3:25])=[O:23])[CH2:6]2 |f:2.3|. Procedure details: The title compound 143 is prepared according to the procedure reported in Example 38.1 with compound 116 (51.1 mg, 0.15 mmol) and 2-methylbenzyl bromide (40 μL, 0.3 mmol) as reactants. Yellow solid. (Yield 47.5 mg, 71%). The reactants are [BH4-], CCOC(C)=O, CCCOCCOC(=O)C1=C(C)NC(C)=C(C(=O)CS(=O)(=O)NC(C)C)C1c1cccc([N+](=O)[O-])c1, ClCCl, CCO, CN(C)C=O, [Na+]. Product: CCCOCCOC(=O)C1=C(C)NC(C)=C(C=CS(=O)(=O)NC(C)C)C1c1cccc([N+](=O)[O-])c1. As a reaction SMILES: [BH4-:37].[C:39]([O:40][CH2:41][CH3:42])(=[O:43])[CH3:44].[CH2:1]([CH2:2][CH3:3])[O:4][CH2:5][CH2:6][O:7][C:8]([C:9]1=[C:10]([CH3:35])[NH:11][C:12]([CH3:34])=[C:13]([C:24]([CH2:25][S:26]([NH:27][CH:28]([CH3:29])[CH3:30])(=[O:31])=[O:32])=[O:33])[CH:14]1[c:15]1[cH:16][c:17]([N+:21](=[O:22])[O-:23])[cH:18][cH:19][cH:20]1)=[O:36].[CH2:45]([Cl:46])[Cl:47].[CH3:48][CH2:49][OH:50].[CH3:51][N:52]([CH3:53])[CH:54]=[O:55].[Na+:38]>>[CH2:1]([CH2:2][CH3:3])[O:4][CH2:5][CH2:6][O:7][C:8]([C:9]1=[C:10]([CH3:35])[NH:11][C:12]([CH3:34])=[C:13]([CH:24]=[CH:25][S:26]([NH:27][CH:28]([CH3:29])[CH3:30])(=[O:31])=[O:32])[CH:14]1[c:15]1[cH:16][c:17]([N+:21](=[O:22])[O-:23])[cH:18][cH:19][cH:20]1)=[O:36]. Starting materials: CO, COC(=O)c1ccc(C=C(C(=O)NC2CC2)c2ccc(C)cc2)cc1, [Na+], [OH-], O. The product is Cc1ccc(C(=Cc2ccc(C(=O)O)cc2)C(=O)NC2CC2)cc1. RXN SMILES: [CH3:28][OH:29].[CH:1]1([NH:4][C:5]([C:6](=[CH:7][c:8]2[cH:9][cH:10][c:11]([C:12](=[O:13])[O:14][CH3:15])[cH:16][cH:17]2)[c:18]2[cH:19][cH:20][c:21]([CH3:24])[cH:22][cH:23]2)=[O:25])[CH2:2][CH2:3]1.[Na+:27].[OH-:26].[OH2:30]>>[CH:1]1([NH:4][C:5]([C:6](=[CH:7][c:8]2[cH:9][cH:10][c:11]([C:12](=[O:13])[OH:14])[cH:16][cH:17]2)[c:18]2[cH:19][cH:20][c:21]([CH3:24])[cH:22][cH:23]2)=[O:25])[CH2:2][CH2:3]1. Starting materials: ice water, FC1=C(C(=C(C(=C1F)C(F)(F)F)F)F)N1N=CC=C1NC(=O)COC(=O)C (1-(2,3,5,6-tetrafluoro-4-trifluoromethylphenyl)-5-methylcarbonyloxymethylcarbonylaminopyrazole), [N+](=O)(O)[O-] (nitric acid), C(C)(=O)OC(C)=O (acetic anhydride). Run in C(C)(=O)O (acetic acid). Run at time 2 hour. Product: FC1=C(C(=C(C(=C1F)C(F)(F)F)F)F)N1N=CC(=C1NC(=O)COC(=O)C)[N+](=O)[O-] (1-(2,3,5,6-tetrafluoro-4-trifluoromethylphenyl)-5-methylcarbonyloxymethylcarbonylamino-4-nitropyrazole). RXN SMILES: [F:1][C:2]1[C:7]([F:8])=[C:6]([C:9]([F:12])([F:11])[F:10])[C:5]([F:13])=[C:4]([F:14])[C:3]=1[N:15]1[C:19]([NH:20][C:21]([CH2:23][O:24][C:25]([CH3:27])=[O:26])=[O:22])=[CH:18][CH:17]=[N:16]1.[N+:28]([O-])([OH:30])=[O:29].C(OC(=O)C)(=O)C>C(O)(=O)C>[F:1][C:2]1[C:7]([F:8])=[C:6]([C:9]([F:11])([F:10])[F:12])[C:5]([F:13])=[C:4]([F:14])[C:3]=1[N:15]1[C:19]([NH:20][C:21]([CH2:23][O:24][C:25]([CH3:27])=[O:26])=[O:22])=[C:18]([N+:28]([O-:30])=[O:29])[CH:17]=[N:16]1. Reported procedure: A mixture of 3.63 grams of 1-(2,3,5,6-tetrafluoro-4-trifluoromethylphenyl)-5-methylcarbonyloxymethylcarbonylaminopyrazole, 0.5 mL of concentrated nitric acid, and 1.53 grams (0.0150 mole) of acetic anhydride in 9.4 mL of glacial acetic acid was stirred at room temperature for two hours. This mixture was poured into ice-water, forming a yellow solid. This solid was collected by filtration and was dried to yield 3.50 grams of 1-(2,3,5,6-tetrafluoro-4-trifluoromethylphenyl)-5-methylcarbonyloxymethy... Starting materials: C(C)NCC (Diethylamine), Cl[Si](O[Si](C)(C)Cl)(C)C (1,3-dichloro-1,1,3,3,-tetramethyldisiloxane). Run in CCOCC (ether). Reaction conditions: time 8 hour. Product: C(C)N(CC)[Si](O[Si](C)(C)N(CC)CC)(C)C (Bis(diethylamino)-1,1,3,3-Tetramethyldisiloxane). RXN SMILES: [CH2:1]([NH:3][CH2:4][CH3:5])[CH3:2].Cl[Si:7]([CH3:14])([CH3:13])[O:8][Si:9](Cl)([CH3:11])[CH3:10]>CCOCC>[CH2:1]([N:3]([Si:7]([CH3:14])([CH3:13])[O:8][Si:9]([N:3]([CH2:4][CH3:5])[CH2:1][CH3:2])([CH3:11])[CH3:10])[CH2:4][CH3:5])[CH3:2]. Procedure: Diethylamine, 184 g. (2.50 mole) of 400 ml. of anhydrous ether were added to a one-liter multi-necked round bottom flask equipped with reflux condenser, pressure equalizing addition funnel, thermometer and stirrer, which was maintained under a positive pressure of argon. The solution was chilled with an ice water bath to 5°-10° C. during the dropwise addition of 100 g. (0.50 mole) of 1,3-dichloro-1,1,3,3,-tetramethyldisiloxane. After addition was completed the mixture was stirred overnight at ro...